From a dataset of the Open Reaction Database (ORD), a public repository of structured organic reaction records. describe an organic reaction: reactants, conditions, products, and yield Reactants: FC(C(=O)OCC)CC1CCC(CC1)CCC (ethyl 2-fluoro-3-(4-propylcyclohexyl)propanoate), Cl (HCl), C(C)(=O)OCC (ethyl acetate), resultant mixture, resultant mixture, [H-].[Al+3].[Li+].[H-].[H-].[H-] (lithium aluminum hydride). Solvent: C1CCOC1 (THF), C1CCOC1 (THF). Run at time 1 hour. Yields the product FC(CO)CC1CCC(CC1)CCC (2-fluoro-3-(4-propylcyclohexyl)propan-1-ol). Yield: 74.7%. As a reaction SMILES: [H-].[Al+3].[Li+].[H-].[H-].[H-].[F:7][CH:8]([CH2:14][CH:15]1[CH2:20][CH2:19][CH:18]([CH2:21][CH2:22][CH3:23])[CH2:17][CH2:16]1)[C:9](OCC)=[O:10].Cl.C(OCC)(=O)C>C1COCC1>[F:7][CH:8]([CH2:14][CH:15]1[CH2:16][CH2:17][CH:18]([CH2:21][CH2:22][CH3:23])[CH2:19][CH2:20]1)[CH2:9][OH:10] |f:0.1.2.3.4.5|. Procedure details: To a reaction vessel under a nitrogen atmosphere, 0.3 g of lithium aluminum hydride and 10 ml of THF were added, and the resultant mixture was cooled to −10° C. Thereto, 1.1 g of ethyl 2-fluoro-3-(4-propylcyclohexyl)propanoate (e-11) dissolved in 10 ml of THF was added dropwise in a temperature range of −10° C. to 0° C. Then, the resultant mixture was heated to 25° C., and stirred for 1 hour. Subsequently, 100 ml of 1 N HCl aqueous solution and 100 ml of ethyl acetate were added to separate the ... The reactants are N([C@@H](CC1=CC=CC=C1)C(=O)O)C(=O)OC(C)(C)C (BOC-Phe), [F-] (fluoride), N1=CC=CC=C1 (pyridine). Run in C(Cl)Cl (CH2Cl2). Yields the product N([C@@H](CC1=CC=CC=C1)C(=O)F)C(=O)OC(C)(C)C (BOC-Phe-F). Reaction SMILES: [NH:1]([C:13]([O:15][C:16]([CH3:19])([CH3:18])[CH3:17])=[O:14])[C@H:2]([C:10](O)=[O:11])[CH2:3][C:4]1[CH:9]=[CH:8][CH:7]=[CH:6][CH:5]=1.[F-:20].N1C=CC=CC=1>C(Cl)Cl>[NH:1]([C:13]([O:15][C:16]([CH3:19])([CH3:18])[CH3:17])=[O:14])[C@H:2]([C:10]([F:20])=[O:11])[CH2:3][C:4]1[CH:9]=[CH:8][CH:7]=[CH:6][CH:5]=1. Procedure: BOC-Phe (1 mmole) in dry CH2Cl2 under nitrogen is treated with cyannuric fluoride (8 mmol) and pyridine (1 mmole) to form the above-identified product. Reactants: O=C1OC2(CCN(C(=O)C3(c4ccc(Br)cc4)CC3)C2)c2ccccc21, Cc1ccc(Br)nc1, CC(C)(C)P(C(C)(C)C)C(C)(C)C, C1COCCO1, [F-], [K+], O=C(C=Cc1ccccc1)C=Cc1ccccc1, O=C(C=Cc1ccccc1)C=Cc1ccccc1, O=C(C=Cc1ccccc1)C=Cc1ccccc1, [Pd], [Pd]. Yields the product Cc1ccc(-c2ccc(C3(C(=O)N4CCC5(C4)OC(=O)c4ccccc45)CC3)cc2)nc1. As a reaction SMILES: [Br:1][c:2]1[cH:3][cH:4][c:5]([C:8]2([C:11](=[O:12])[N:13]3[CH2:14][C:15]4([O:16][C:17](=[O:24])[c:18]5[c:19]4[cH:20][cH:21][cH:22][cH:23]5)[CH2:25][CH2:26]3)[CH2:9][CH2:10]2)[cH:6][cH:7]1.[Br:48][c:49]1[n:50][cH:51][c:52]([CH3:55])[cH:53][cH:54]1.[C:33]([P:34]([C:35]([CH3:36])([CH3:37])[CH3:38])[C:39]([CH3:40])([CH3:41])[CH3:42])([CH3:43])([CH3:44])[CH3:45].[CH2:27]1[O:28][CH2:29][CH2:30][O:31][CH2:32]1.[F-:46].[K+:47].[O:58]=[C:59]([CH:60]=[CH:61][c:62]1[cH:63][cH:64][cH:65][cH:66][cH:67]1)[CH:68]=[CH:69][c:70]1[cH:71][cH:72][cH:73][cH:74][cH:75]1.[O:76]=[C:77]([CH:78]=[CH:79][c:80]1[cH:81][cH:82][cH:83][cH:84][cH:85]1)[CH:86]=[CH:87][c:88]1[cH:89][cH:90][cH:91][cH:92][cH:93]1.[O:94]=[C:95]([CH:96]=[CH:97][c:98]1[cH:99][cH:100][cH:101][cH:102][cH:103]1)[CH:104]=[CH:105][c:106]1[cH:107][cH:108][cH:109][cH:110][cH:111]1.[Pd:56].[Pd:57]>>[c:2]1(-[c:49]2[n:50][cH:51][c:52]([CH3:55])[cH:53][cH:54]2)[cH:3][cH:4][c:5]([C:8]2([C:11](=[O:12])[N:13]3[CH2:14][C:15]4([O:16][C:17](=[O:24])[c:18]5[c:19]4[cH:20][cH:21][cH:22][cH:23]5)[CH2:25][CH2:26]3)[CH2:9][CH2:10]2)[cH:6][cH:7]1. The reactants are C[SiH](C)OC1(CC=O)CC(C(C)(C)C)CN1C(=O)OC(C)(C)C, CCOC(=O)CP(=O)(OCC)OCC, [H-], [K+], [Na+], C1CCOC1, O, O=S(=O)([O-])O. The product is CCOC(=O)C=CCC1(O[SiH](C)C)CC(C(C)(C)C)CN1C(=O)OC(C)(C)C. RXN SMILES: [C:17]([CH3:18])([CH3:19])([CH3:20])[O:21][C:22](=[O:23])[N:24]1[C:25]([CH2:33][CH:34]=[O:35])([O:36][SiH:37]([CH3:38])[CH3:39])[CH2:26][CH:27]([C:29]([CH3:30])([CH3:31])[CH3:32])[CH2:28]1.[CH2:1]([O:2][P:3]([O:4][CH2:5][CH3:6])(=[O:7])[CH2:9][C:10](=[O:11])[O:12][CH2:13][CH3:14])[CH3:8].[H-:15].[K+:45].[Na+:16].[O:46]1[CH2:47][CH2:48][CH2:49][CH2:50]1.[OH2:51].[S:40]([O-:41])([OH:42])(=[O:43])=[O:44]>>[CH:9]([C:10](=[O:11])[O:12][CH2:13][CH3:14])=[CH:34][CH2:33][C:25]1([O:36][SiH:37]([CH3:38])[CH3:39])[N:24]([C:22]([O:21][C:17]([CH3:18])([CH3:19])[CH3:20])=[O:23])[CH2:28][CH:27]([C:29]([CH3:30])([CH3:31])[CH3:32])[CH2:26]1.